This data is from the Open Reaction Database (ORD), a public repository of structured organic reaction records. The task is: describe an organic reaction: reactants, conditions, products, and yield Reactants: COC(=O)C=1C=C(C=CC1)B(O)O ((3-(methoxycarbonyl)phenyl)boronic acid), BrC1=NC=CC=C1 (2-bromopyridine), C(=O)([O-])[O-].[K+].[K+] (K2CO3). The reagents and catalysts are C1=CC=C(C=C1)P([C-]2C=CC=C2)C3=CC=CC=C3.C1=CC=C(C=C1)P([C-]2C=CC=C2)C3=CC=CC=C3.Cl[Pd]Cl.[Fe+2] (Pd(dppf)Cl2). Run in O1CCOCC1 (dioxane), O (water). Run at temperature 120 celsius. Product: N1=C(C=CC=C1)C=1C=C(C(=O)OC)C=CC1 (methyl 3-(pyridin-2-yl)benzoate). Isolated yield 74.0%. Reaction SMILES: [CH3:1][O:2][C:3]([C:5]1[CH:6]=[C:7](B(O)O)[CH:8]=[CH:9][CH:10]=1)=[O:4].Br[C:15]1[CH:20]=[CH:19][CH:18]=[CH:17][N:16]=1.C([O-])([O-])=O.[K+].[K+]>O1CCOCC1.O.C1C=CC(P(C2C=CC=CC=2)[C-]2C=CC=C2)=CC=1.C1C=CC(P(C2C=CC=CC=2)[C-]2C=CC=C2)=CC=1.Cl[Pd]Cl.[Fe+2]>[N:16]1[CH:17]=[CH:18][CH:19]=[CH:20][C:15]=1[C:7]1[CH:6]=[C:5]([CH:10]=[CH:9][CH:8]=1)[C:3]([O:2][CH3:1])=[O:4] |f:2.3.4,7.8.9.10|. Reported procedure: A solution (3-(methoxycarbonyl)phenyl)boronic acid (500 mg, 2.78 mmol), 2-bromopyridine (399 mg, 2.53 mmol), K2CO3 (1.0 g, 7.6 mmol) and Pd(dppf)Cl2 (20 mg) in a mixture of dioxane (10 mL) and water (2.5 mL) was heated under microwave conditions at 120° C. for 0.5 h. The reaction mixture was filtered, concentrated, and the crude product was purified by column chromatography eluting with petroleum ether/ethyl acetate (5:1). (400 mg, yield 74%) MS (ESI+) e/z: 214.1 [M+1]+. The reactants are COc1cccc2c1C(=O)N(CCCCBr)S2(=O)=O, Cl, O=c1ccc2ccccc2n1C1CCNCC1. Yields the product COc1cccc2c1C(=O)N(CCCCN1CCC(n3c(=O)ccc4ccccc43)CC1)S2(=O)=O. Reaction SMILES: [Br:19][CH2:20][CH2:21][CH2:22][CH2:23][N:24]1[S:25](=[O:36])(=[O:37])[c:26]2[c:27]([c:30]([O:34][CH3:35])[cH:31][cH:32][cH:33]2)[C:28]1=[O:29].[ClH:1].[NH:2]1[CH2:3][CH2:4][CH:5]([n:8]2[c:9](=[O:18])[cH:10][cH:11][c:12]3[cH:13][cH:14][cH:15][cH:16][c:17]23)[CH2:6][CH2:7]1>>[N:2]1([CH2:20][CH2:21][CH2:22][CH2:23][N:24]2[S:25](=[O:36])(=[O:37])[c:26]3[c:27]([c:30]([O:34][CH3:35])[cH:31][cH:32][cH:33]3)[C:28]2=[O:29])[CH2:3][CH2:4][CH:5]([n:8]2[c:9](=[O:18])[cH:10][cH:11][c:12]3[cH:13][cH:14][cH:15][cH:16][c:17]23)[CH2:6][CH2:7]1. The reactants are O=C([O-])[O-], CN(C)CCCCl, CC(C)=O, Cl, [K+], [K+], O, CCOC(=O)c1ccc(-c2ccc(O)c(-c3ccc4c(c3)C(C)(C)CCC4(C)C)c2)cc1. The product is CCOC(=O)c1ccc(-c2ccc(OCCCN(C)C)c(-c3ccc4c(c3)C(C)(C)CCC4(C)C)c2)cc1. Reaction SMILES: [C:9](=[O:10])([O-:11])[O-:12].[CH3:2][N:3]([CH2:4][CH2:5][CH2:6][Cl:7])[CH3:8].[CH3:48][C:49](=[O:50])[CH3:51].[ClH:1].[K+:13].[K+:14].[OH2:47].[OH:15][c:16]1[c:17](-[c:33]2[cH:34][c:35]3[c:40]([cH:41][cH:42]2)[C:39]([CH3:43])([CH3:44])[CH2:38][CH2:37][C:36]3([CH3:45])[CH3:46])[cH:18][c:19](-[c:22]2[cH:23][cH:24][c:25]([C:28](=[O:29])[O:30][CH2:31][CH3:32])[cH:26][cH:27]2)[cH:20][cH:21]1>>[CH3:2][N:3]([CH2:4][CH2:5][CH2:6][O:15][c:16]1[c:17](-[c:33]2[cH:34][c:35]3[c:40]([cH:41][cH:42]2)[C:39]([CH3:43])([CH3:44])[CH2:38][CH2:37][C:36]3([CH3:45])[CH3:46])[cH:18][c:19](-[c:22]2[cH:23][cH:24][c:25]([C:28](=[O:29])[O:30][CH2:31][CH3:32])[cH:26][cH:27]2)[cH:20][cH:21]1)[CH3:8]. Starting materials: [OH-].[Na+] (sodium hydroxide), C(C(C)C)=O (isobutyraldehyde), O (water), C(C)(=O)NC1=CC=C2CC(NC2=C1)=O (6-acetamidoindolin-2-one). Solvent: C(C)O (ethanol). Conditions: time 5 hour. Product: C(C)(=O)NC1=CC=C2C(C(NC2=C1)=O)=C(C)C (6-Acetamido-3-isopropylideneindolin-2-one). Reaction SMILES: [OH-].[Na+].O.[C:4]([NH:7][C:8]1[CH:16]=[C:15]2[C:11]([CH2:12][C:13](=[O:17])[NH:14]2)=[CH:10][CH:9]=1)(=[O:6])[CH3:5].[CH:18](=O)[CH:19](C)[CH3:20]>C(O)C>[C:4]([NH:7][C:8]1[CH:16]=[C:15]2[C:11]([C:12](=[C:19]([CH3:20])[CH3:18])[C:13](=[O:17])[NH:14]2)=[CH:10][CH:9]=1)(=[O:6])[CH3:5] |f:0.1|. Procedure: A solution of 1.9 g. sodium hydroxide in 2 ml. water is added dropwise to a suspension of 9 g. (0.047 mol) 6-acetamidoindolin-2-one in 50 ml. ethanol containing 3.4 g. (0.047 mol) isobutyraldehyde. After about 5 hours, the reaction mixture is evaporated to dryness and the residue is purified on silica gel (elution agent: methylene chloride/ammonia-saturated methanol). Yield: 7.6 g. (65% of theory) of foam; m.p. 93° C. The reactants are S(=O)(=O)(N)N (sulfamide), ClCCC#N (3-chloropropionitrile), ice water. Conditions: time 5 hour. The product is Cl.S(N)(=O)(=O)NC(CCCl)=N (N-Sulfamyl-3-chloropropionamidine hydrochloride). Reaction SMILES: [S:1]([NH2:5])([NH2:4])(=[O:3])=[O:2].[Cl:6][CH2:7][CH2:8][C:9]#[N:10]>>[ClH:6].[S:1]([NH:5][C:9](=[NH:10])[CH2:8][CH2:7][Cl:6])(=[O:3])(=[O:2])[NH2:4] |f:2.3|. Procedure: To a suspension of 9.61 g. (0.10 mole) of sulfamide in 60 ml (68 g., 0.76 mole) of 3-chloropropionitrile dry hydrogen chloride gas is introduced under stirring at 50° to 60° C. for 5 hours. The gain in weight is about 9 to 12 g. The reaction mixture is then cooled with ice water for one hour, the product is filtered off, washed twice with acetone and dried up to steady weight. The reactants are BrCCSc1cccs1, O=C([O-])[O-], CN(C)C=O, CCOC(C)=O, CCOC(=O)C1(CCCn2c(=O)cc(C)c3ccc(OC)cc32)CCNCC1, [K+], [K+], O. The product is CCOC(=O)C1(CCCn2c(=O)cc(C)c3ccc(OC)cc32)CCN(CCSc2cccs2)CC1. As a reaction SMILES: [Br:40][CH2:41][CH2:42][S:43][c:44]1[s:45][cH:46][cH:47][cH:48]1.[C:34](=[O:35])([O-:36])[O-:37].[CH3:1][N:2]([CH3:3])[CH:4]=[O:5].[CH3:49][CH2:50][O:51][C:52](=[O:53])[CH3:54].[CH3:6][O:7][c:8]1[cH:9][cH:10][c:11]2[c:12]([CH3:33])[cH:13][c:14](=[O:32])[n:15]([CH2:18][CH2:19][CH2:20][C:21]3([C:27](=[O:28])[O:29][CH2:30][CH3:31])[CH2:22][CH2:23][NH:24][CH2:25][CH2:26]3)[c:16]2[cH:17]1.[K+:38].[K+:39].[OH2:55]>>[CH3:6][O:7][c:8]1[cH:9][cH:10][c:11]2[c:12]([CH3:33])[cH:13][c:14](=[O:32])[n:15]([CH2:18][CH2:19][CH2:20][C:21]3([C:27](=[O:28])[O:29][CH2:30][CH3:31])[CH2:22][CH2:23][N:24]([CH2:41][CH2:42][S:43][c:44]4[s:45][cH:46][cH:47][cH:48]4)[CH2:25][CH2:26]3)[c:16]2[cH:17]1. Starting materials: CN(CCn1cc(C(=O)O)c2ccc(Cl)cc21)C(=O)OC(C)(C)C, CN(C)C=O, CCN(C(C)C)C(C)C, O=C(Cl)C(=O)Cl, O=C1Cc2ccccc2N1C1CCNCC1. Product: CN(CCn1cc(C(=O)N2CCC(N3C(=O)Cc4ccccc43)CC2)c2ccc(Cl)cc21)C(=O)OC(C)(C)C. As a reaction SMILES: [C:1]([CH3:2])([CH3:3])([CH3:4])[O:5][C:6](=[O:7])[N:8]([CH2:9][CH2:10][n:11]1[cH:12][c:13]([C:21](=[O:22])[OH:23])[c:14]2[cH:15][cH:16][c:17]([Cl:20])[cH:18][c:19]12)[CH3:24].[CH3:56][N:57]([CH3:58])[CH:59]=[O:60].[CH:25]([N:26]([CH2:27][CH3:28])[CH:29]([CH3:30])[CH3:31])([CH3:32])[CH3:33].[Cl:34][C:35]([C:36]([Cl:37])=[O:38])=[O:39].[NH:40]1[CH2:41][CH2:42][CH:43]([N:46]2[C:47](=[O:55])[CH2:48][c:49]3[cH:50][cH:51][cH:52][cH:53][c:54]32)[CH2:44][CH2:45]1>>[C:1]([CH3:2])([CH3:3])([CH3:4])[O:5][C:6](=[O:7])[N:8]([CH2:9][CH2:10][n:11]1[cH:12][c:13]([C:21](=[O:23])[N:40]2[CH2:41][CH2:42][CH:43]([N:46]3[C:47](=[O:55])[CH2:48][c:49]4[cH:50][cH:51][cH:52][cH:53][c:54]43)[CH2:44][CH2:45]2)[c:14]2[cH:15][cH:16][c:17]([Cl:20])[cH:18][c:19]12)[CH3:24].